This data is from the Open Reaction Database (ORD), a public repository of structured organic reaction records. The task is: describe an organic reaction: reactants, conditions, products, and yield Reactants: CCN(CC)C(=O)c1ccc(C(=NS(=O)C(C)(C)C)c2cccc3cccnc23)cc1, CO, Cl. As a reaction SMILES: [C:1]([S:2](=[O:3])[N:7]=[C:8]([c:9]1[cH:10][cH:11][c:12]([C:13](=[O:14])[N:15]([CH2:16][CH3:17])[CH2:18][CH3:19])[cH:20][cH:21]1)[c:22]1[cH:23][cH:24][cH:25][c:26]2[cH:27][cH:28][cH:29][n:30][c:31]12)([CH3:4])([CH3:5])[CH3:6].[CH3:33][OH:34].[ClH:32]>>[NH2:7][CH:8]([c:9]1[cH:10][cH:11][c:12]([C:13](=[O:14])[N:15]([CH2:16][CH3:17])[CH2:18][CH3:19])[cH:20][cH:21]1)[c:22]1[cH:23][cH:24][cH:25][c:26]2[cH:27][cH:28][cH:29][n:30][c:31]12. The product is CCN(CC)C(=O)c1ccc(C(N)c2cccc3cccnc23)cc1.